Task: describe an organic reaction: reactants, conditions, products, and yield. Dataset: the Open Reaction Database (ORD), a public repository of structured organic reaction records The reactants are FC1=CC=C(C=C1)[C@@H]1OC1 ((S)-2-(4-fluorophenyl)oxirane), C(C1=CC=CC=C1)N (benzylamine). Run at temperature 80 celsius, time 5 hour. Yields the product C(C1=CC=CC=C1)NC[C@@H](O)C1=CC=C(C=C1)F ((1 S)-2-(Benzylamino)-1-(4-fluorophenyl)ethanol). Yield: 77.7%. As a reaction SMILES: [F:1][C:2]1[CH:7]=[CH:6][C:5]([C@H:8]2[CH2:10][O:9]2)=[CH:4][CH:3]=1.[CH2:11]([NH2:18])[C:12]1[CH:17]=[CH:16][CH:15]=[CH:14][CH:13]=1>>[CH2:11]([NH:18][CH2:10][C@H:8]([C:5]1[CH:6]=[CH:7][C:2]([F:1])=[CH:3][CH:4]=1)[OH:9])[C:12]1[CH:17]=[CH:16][CH:15]=[CH:14][CH:13]=1. Procedure: Charge a 10 L round bottom flask with (S)-2-(4-fluorophenyl)oxirane (880 g, 6.38 mol) under a nitrogen atmosphere. Add benzylamine (2047 g, 19.13 mol) while the mixture is maintained at 20° C. Heat the mixture to 80° C. and stir it at that temperature for 5 h. Cool to 22° C. and stir for 16 h. Add H2O (3 L) to quench the reaction. Filter and wash the filter cake with water (2×1 L). Slurry the solid obtained with heptane (2 L) and filter to give the title compound (1216 g, 77%). MS (m/z): 246 (M+...